describe an organic reaction: reactants, conditions, products, and yield From a dataset of the Open Reaction Database (ORD), a public repository of structured organic reaction records. The reagents and catalysts are CCN=C=NCCCN(C)C.Cl (EDC-HCl), CCOC(=O)C(=NO)C#N (Oxyma). The solvent is CN(C)C=O (DMF), CN(C)C=O (DMF), CN(C)C=O (DMF), CN(C)C=O (DMF), CN(C)C=O (DMF), CN(C)C=O (DMF). Product: COc1ccc(CC(=O)Nc2cccc3ccc(C)nc23)cc1. As a reaction SMILES: Cc1ccc2cccc(N)c2n1.COc1ccc(CC(=O)O)cc1.CCN=C=NCCCN(C)C.Cl.CCOC(=O)C(=NO)C#N.CN(C)C=O>>COc1ccc(CC(=O)Nc2cccc3ccc(C)nc23)cc1. The reactants are COc1ccc(CC(=O)O)cc1, Cc1ccc2cccc(N)c2n1. Conditions: temperature 25 celsius, time 2 hour. Yield: 51.8%. The reactants are solid, BrC1=CC(=CC=2C(=C3N(C12)CCNC3=O)C)F (6-bromo-8-fluoro-10-methyl-3,4-dihydro-2H-pyrazino[1,2-a]indol-1-one), BrC1=CC(=CC=2C(=C3N(C12)CCNC3=O)C)F (6-bromo-8-fluoro-10-methyl-3,4-dihydro-2H-pyrazino[1,2-a]indol-1-one), FC=1C=C(C=CC1C)B(O)O (3-fluoro-4-methyl-phenylboronic acid). The product is FC1=CC=2C(=C3N(C2C(=C1)C1=CC(=C(C=C1)C)F)CCNC3=O)C (8-Fluoro-6-(3-fluoro-4-methyl-phenyl)-10-methyl-3,4-dihydro-2H-pyrazino[1,2-a]indol-1-one). Reaction SMILES: Br[C:2]1[C:10]2[N:9]3[CH2:11][CH2:12][NH:13][C:14](=[O:15])[C:8]3=[C:7]([CH3:16])[C:6]=2[CH:5]=[C:4]([F:17])[CH:3]=1.[F:18][C:19]1[CH:20]=[C:21](B(O)O)[CH:22]=[CH:23][C:24]=1[CH3:25]>>[F:17][C:4]1[CH:3]=[C:2]([C:21]2[CH:22]=[CH:23][C:24]([CH3:25])=[C:19]([F:18])[CH:20]=2)[C:10]2[N:9]3[CH2:11][CH2:12][NH:13][C:14](=[O:15])[C:8]3=[C:7]([CH3:16])[C:6]=2[CH:5]=1. Reported procedure: The title compound, light yellow solid (71 mg, 87%), MS (ISP) m/z=327.5 [(M+H)+], mp 206° C., was prepared in accordance with the general method of example 1 from 6-bromo-8-fluoro-10-methyl-3,4-dihydro-2H-pyrazino[1,2-a]indol-1-one (intermediate 14) (74.3 mg, 0.25 mmol) and commercially available 3-fluoro-4-methyl-phenylboronic acid (50.0 mg, 0.325 mmol). RXN SMILES: [C:1]([C:6]1[CH:11]=[CH:10][CH:9]=[CH:8][CH:7]=1)(=[O:5])[CH2:2][CH2:3][CH3:4].O.C(N(CC[Cl:20])CC)C>C(C(C)=O)C>[ClH:20].[C:1]([C:6]1[CH:11]=[CH:10][CH:9]=[CH:8][CH:7]=1)(=[O:5])[CH2:2][CH2:3][CH3:4] |f:4.5|. Reported procedure: Five grams of the butyrophenone are dissolved in 100 mls of methyl ethyl ketone; 4.2 grams of water-free potash are added to this. The reaction medium is well stirred while adding dropwise 5.2 grams of diethylaminoethylchloride. This mixture is boiled under reflux for 3 days. The inorganic salts are sucked off, the methyl ethyl ketone is evaporated in vacuo, and, after taking up the residue in ether, it is washed several times with water. After drying the ethereal phase with sodium sulfate, the ... Reactants: O (water), C(CCC)(=O)C1=CC=CC=C1 (butyrophenone), C(C)N(CC)CCCl (diethylaminoethylchloride). Yields the product Cl.C(CCC)(=O)C1=CC=CC=C1 (butyrophenone hydrochloride). The solvent is C(C)C(=O)C (methyl ethyl ketone).